From a dataset of the Open Reaction Database (ORD), a public repository of structured organic reaction records. describe an organic reaction: reactants, conditions, products, and yield Starting materials: BrC=1C=2N(C=C(C1)C)N=C(N2)N (8-bromo-6-methyl-[1,2,4]triazolo[1,5-a]pyridin-2-amine), C(C)(C)(C)OC(=O)NCC=1C=C(C=CC1)B(O)O (3-((tert-butoxycarbonylamino)methyl)phenylboronic acid). Product: C(C)(C)(C)OC(NCC1=CC(=CC=C1)C=1C=2N(C=C(C1)C)N=C(N2)N)=O ([3-(2-Amino-6-methyl-[1,2,4]triazolo[1,5-a]pyridin-8-yl)-benzyl]-carbamic acid tert-butyl ester), solid. Isolated yield 99.0%. RXN SMILES: Br[C:2]1[C:3]2[N:4]([N:9]=[C:10]([NH2:12])[N:11]=2)[CH:5]=[C:6]([CH3:8])[CH:7]=1.[C:13]([O:17][C:18]([NH:20][CH2:21][C:22]1[CH:23]=[C:24](B(O)O)[CH:25]=[CH:26][CH:27]=1)=[O:19])([CH3:16])([CH3:15])[CH3:14]>>[C:13]([O:17][C:18](=[O:19])[NH:20][CH2:21][C:22]1[CH:27]=[CH:26][CH:25]=[C:24]([C:2]2[C:3]3[N:4]([N:9]=[C:10]([NH2:12])[N:11]=3)[CH:5]=[C:6]([CH3:8])[CH:7]=2)[CH:23]=1)([CH3:16])([CH3:14])[CH3:15]. Procedure details: Prepared in analogy to example 160b, starting from 8-bromo-6-methyl-[1,2,4]triazolo[1,5-a]pyridin-2-amine and 3-((tert-butoxycarbonylamino)methyl)phenylboronic acid. The title compound was obtained as an off-white solid (yield: 99%) after precipitation from diethyl ether. MS ISP (m/e): 354.4 (80) [(M+H)+], 298.4 (100), 237.2 (99). Yields the product C=Cc1cc(N(C)C)ccc1-c1ccc(C2(OC)CC(C(=O)OC)N(C(=O)OCC[Si](C)(C)C)C2)cc1. Starting materials: CI, C=Cc1cc(N(C)C)ccc1-c1ccc(C2(O)CC(C(=O)OC)N(C(=O)OCC[Si](C)(C)C)C2)cc1, [H-], [Na+], CN(C)C=O. As a reaction SMILES: [CH3:39][I:40].[CH3:3][N:4]([c:5]1[cH:6][c:7]([CH:36]=[CH2:37])[c:8](-[c:11]2[cH:12][cH:13][c:14]([C:17]3([OH:35])[CH2:18][CH:19]([C:31](=[O:32])[O:33][CH3:34])[N:20]([C:22](=[O:23])[O:24][CH2:25][CH2:26][Si:27]([CH3:28])([CH3:29])[CH3:30])[CH2:21]3)[cH:15][cH:16]2)[cH:9][cH:10]1)[CH3:38].[H-:2].[Na+:1].[O:41]=[CH:42][N:43]([CH3:44])[CH3:45]>>[CH3:3][N:4]([c:5]1[cH:6][c:7]([CH:36]=[CH2:37])[c:8](-[c:11]2[cH:12][cH:13][c:14]([C:17]3([O:35][CH3:39])[CH2:18][CH:19]([C:31](=[O:32])[O:33][CH3:34])[N:20]([C:22](=[O:23])[O:24][CH2:25][CH2:26][Si:27]([CH3:28])([CH3:29])[CH3:30])[CH2:21]3)[cH:15][cH:16]2)[cH:9][cH:10]1)[CH3:38].